This data is from the Open Reaction Database (ORD), a public repository of structured organic reaction records. The task is: describe an organic reaction: reactants, conditions, products, and yield The reactants are ClC1=CC=C(C=N1)CN1/C(/NCCC1)=C/[N+](=O)[O-] ((E)-1-((6-chloropyridin-3-yl)methyl)-2-(nitromethylene)-hexahydropyrimidine), C(CCC=O)=O (succinaldehyde). The solvent is C(C)#N (acetonitrile). The product is ClC1=CC=C(C=N1)CN1CCCN2C1=C(C1CCC2O1)[N+](=O)[O-] (1-((6-chloropyridin-3-yl)methyl)-10-nitro-1,2,3,4,6,7,8,9-octahydro-6,9-epoxypyrimido[1,2-a]azepine). Isolated yield 38.0%. Reaction SMILES: [Cl:1][C:2]1[N:7]=[CH:6][C:5]([CH2:8][N:9]2[CH2:14][CH2:13][CH2:12][NH:11]/[C:10]/2=[CH:15]\[N+:16]([O-:18])=[O:17])=[CH:4][CH:3]=1.[CH:19](=[O:24])[CH2:20][CH2:21][CH:22]=O>C(#N)C>[Cl:1][C:2]1[N:7]=[CH:6][C:5]([CH2:8][N:9]2[C:10]3=[C:15]([N+:16]([O-:18])=[O:17])[CH:22]4[O:24][CH:19]([N:11]3[CH2:12][CH2:13][CH2:14]2)[CH2:20][CH2:21]4)=[CH:4][CH:3]=1. Procedure: To a 50 ml round bottom flask was added 1.34 g (0.005 mol) (E)-1-((6-chloropyridin-3-yl)methyl)-2-(nitromethylene)-hexahydropyrimidine, 30 ml dry acetonitrile and 0.860 g (0.01 mol) succinaldehyde and catalytic concentrated Hl. The reaction was stirred at r.t. and monitored by TLC. After completion, the mixture was evaporated to remove solvent and purified by column chromatography to afford final product as faint yellow powder with 38% yield. Reactants: O=C([O-])[O-], C=C1N(c2ccccc2)C(=O)OC12CCNCC2, CC(=O)CC(C)C, Fc1ccc(C(=CCCCl)c2ccc(F)cc2)cc1, [I-], [K+], [K+], [K+]. The product is C=C1N(c2ccccc2)C(=O)OC12CCN(CCC=C(c1ccc(F)cc1)c1ccc(F)cc1)CC2. As a reaction SMILES: [C:40](=[O:41])([O-:42])[O-:43].[CH2:1]=[C:2]1[N:3]([c:13]2[cH:14][cH:15][cH:16][cH:17][cH:18]2)[C:4](=[O:12])[O:5][C:6]12[CH2:7][CH2:8][NH:9][CH2:10][CH2:11]2.[CH2:46]([C:47]([CH3:48])=[O:49])[CH:50]([CH3:51])[CH3:52].[F:19][c:20]1[cH:21][cH:22][c:23]([C:26](=[CH:27][CH2:28][CH2:29][Cl:30])[c:31]2[cH:32][cH:33][c:34]([F:37])[cH:35][cH:36]2)[cH:24][cH:25]1.[I-:39].[K+:38].[K+:44].[K+:45]>>[CH2:1]=[C:2]1[N:3]([c:13]2[cH:14][cH:15][cH:16][cH:17][cH:18]2)[C:4](=[O:12])[O:5][C:6]12[CH2:7][CH2:8][N:9]([CH2:29][CH2:28][CH:27]=[C:26]([c:23]1[cH:22][cH:21][c:20]([F:19])[cH:25][cH:24]1)[c:31]1[cH:32][cH:33][c:34]([F:37])[cH:35][cH:36]1)[CH2:10][CH2:11]2. Reaction conditions: time 1 hour. Yield: 87.8%. Starting materials: C(C1=CC=CC=C1)OC(=O)N[C@H](C(=O)OC)CC=1C=C2C=CNC2=CC1 ((S)-methyl 2-(benzyloxycarbonylamino)-3-(1H-indol-5-yl)propanoate). As a reaction SMILES: C(OC([NH:11][C@@H:12]([CH2:17][C:18]1[CH:19]=[C:20]2[C:24](=[CH:25][CH:26]=1)[NH:23][CH:22]=[CH:21]2)[C:13]([O:15][CH3:16])=[O:14])=O)C1C=CC=CC=1>CO.[Pd]>[NH2:11][C@@H:12]([CH2:17][C:18]1[CH:19]=[C:20]2[C:24](=[CH:25][CH:26]=1)[NH:23][CH:22]=[CH:21]2)[C:13]([O:15][CH3:16])=[O:14]. Yields the product N[C@H](C(=O)OC)CC=1C=C2C=CNC2=CC1 ((S)-methyl 2-amino-3-(1H-indol-5-yl)propanoate). The solvent is CO (methanol). Procedure: To a solution of (S)-methyl 2-(benzyloxycarbonylamino)-3-(1H-indol-5-yl)propanoate (3.27 g, 9.39 mmol) in methanol (30 mL) was added Pd/C (10%, 200 mg). The mixture was stirred under hydrogen atmosphere at ambient temperature for 1 h and then filtered through a pad of Celite. The filtrate was concentrated to afford (S)-methyl 2-amino-3-(1H-indol-5-yl)propanoate (1.8 g, 88% yield) as a light green solid, which was used directly without further purification. The reagents and catalysts are [Pd] (Pd/C).